From a dataset of the Open Reaction Database (ORD), a public repository of structured organic reaction records. describe an organic reaction: reactants, conditions, products, and yield Reactants: OC=C1C=2C=CC=CC2C=2NC(C=3N(C21)C=CN3)=O (10-hydroxymethylene-5H,10H-imidazo[1,2-a]indeno[1,2-e]pyrazin-4-one), [BH4-].[Na+] (sodium borohydride), [BH4-].[Na+] (sodium borohydride). Solvent: CO (methanol). Conditions: time 30 minute. The product is OCC1C=2C=CC=CC2C=2NC(C=3N(C21)C=CN3)=O (10-hydroxymethyl-5H,10H-imidazo[1,2-a]indeno[1,2-e]pyrazin-4-one). Yield: 21.8%. As a reaction SMILES: [OH:1][CH:2]=[C:3]1[C:15]2[N:14]3[CH:16]=[CH:17][N:18]=[C:13]3[C:12](=[O:19])[NH:11][C:10]=2[C:9]2[CH:8]=[CH:7][CH:6]=[CH:5][C:4]1=2.[BH4-].[Na+]>CO>[OH:1][CH2:2][CH:3]1[C:15]2[N:14]3[CH:16]=[CH:17][N:18]=[C:13]3[C:12](=[O:19])[NH:11][C:10]=2[C:9]2[CH:8]=[CH:7][CH:6]=[CH:5][C:4]1=2 |f:1.2|. Procedure details: To a suspension of 3 g of 10-hydroxymethylene-5H,10H-imidazo[1,2-a]indeno[1,2-e]pyrazin-4-one (mixture of the Z and E forms) in 240 ml of methanol is added 1 g of sodium borohydride portionwise over 10 minutes with stirring, and the stirring is continued at a temperature in the region of 20° C. for 1 hour 30 minutes. A further 1 g of sodium borohydride is added portionwise and the stirring is continued for 30 minutes. The reaction mixture is then filtered and the filter is rinsed with twice 30 m... The product is CC(c1ccc(-c2cnc(C3CC3)nc2)cc1)N1CCC(CC(C)(C)O)(c2ccccc2)OC1=O. As a reaction SMILES: [Br:36][c:37]1[cH:38][n:39][c:40]([CH:43]2[CH2:44][CH2:45]2)[n:41][cH:42]1.[OH:1][C:2]([CH2:3][C:4]1([c:28]2[cH:29][cH:30][cH:31][cH:32][cH:33]2)[CH2:5][CH2:6][N:7]([CH:11]([CH3:12])[c:13]2[cH:14][cH:15][c:16]([B:19]3[O:20][C:21]([CH3:22])([CH3:23])[C:24]([CH3:25])([CH3:26])[O:27]3)[cH:17][cH:18]2)[C:8](=[O:10])[O:9]1)([CH3:34])[CH3:35]>>[OH:1][C:2]([CH2:3][C:4]1([c:28]2[cH:29][cH:30][cH:31][cH:32][cH:33]2)[CH2:5][CH2:6][N:7]([CH:11]([CH3:12])[c:13]2[cH:14][cH:15][c:16](-[c:37]3[cH:38][n:39][c:40]([CH:43]4[CH2:44][CH2:45]4)[n:41][cH:42]3)[cH:17][cH:18]2)[C:8](=[O:10])[O:9]1)([CH3:34])[CH3:35]. The reactants are Brc1cnc(C2CC2)nc1, CC(c1ccc(B2OC(C)(C)C(C)(C)O2)cc1)N1CCC(CC(C)(C)O)(c2ccccc2)OC1=O. Starting materials: NC1=C(C(=O)O)C=C(C=C1)C(C)C (2-amino-5-isopropylbenzoic acid), ClC(=O)OCC (ethyl chloroformate), C(C)(=O)Cl (acetyl chloride). Solvent: O1CCOCC1 (dioxane). Conditions: time 3 hour. Yields the product C(C)(C)C1=CC2=C(NC(OC2=O)=O)C=C1 (6-Isopropyl-1H-benzo[d][1,3]oxazine-2,4-dione). Reaction SMILES: [NH2:1][C:2]1[CH:10]=[CH:9][C:8]([CH:11]([CH3:13])[CH3:12])=[CH:7][C:3]=1[C:4]([OH:6])=[O:5].Cl[C:15](OCC)=[O:16].C(Cl)(=O)C>O1CCOCC1>[CH:11]([C:8]1[CH:9]=[CH:10][C:2]2[NH:1][C:15](=[O:16])[O:5][C:4](=[O:6])[C:3]=2[CH:7]=1)([CH3:13])[CH3:12]. Procedure details: A mixture of 2-amino-5-isopropylbenzoic acid (30. g, 16.7 mmol) and ethyl chloroformate (1.75 mL, 18.4 mmol) in dioxane (20 mL) was heated under reflux for 2 h. After cooling, acetyl chloride (1.4 mL) was added and heating under reflux continued for another 3 h. After cooling, the mixture was evaporated and the resulting solid digested with tert-butyl methyl ether: heptane (1:1, 20 mL) by heating under reflux for 1 h. The soild was then filtered off and washed with tert-butyl methyl ether: hepta... Starting materials: N#N (N2), C(C)(C)(C)[Si](OCC=1SC=C(C1)C1(OCCO1)C)(C)C (tert-butyl-dimethyl-[4-(2-methyl-[1,3]dioxolan-2-yl)-thiophen-2-ylmethoxy]-silane), CCCC[N+](CCCC)(CCCC)CCCC.[F-] (TBAF), solution. Run in C1CCOC1 (THF), C1CCOC1 (THF), CC(OCC)=O (EA). Run at temperature 0 celsius, time 2 hour. Yields the product CC1(OCCO1)C=1C=C(SC1)CO ([4-(2-Methyl-[1,3]dioxolan-2-yl)-thiophen-2-yl]-methanol). RXN SMILES: N#N.C([Si](C)(C)[O:8][CH2:9][C:10]1[S:11][CH:12]=[C:13]([C:15]2([CH3:20])[O:19][CH2:18][CH2:17][O:16]2)[CH:14]=1)(C)(C)C.CCCC[N+](CCCC)(CCCC)CCCC.[F-]>C1COCC1.CC(=O)OCC>[CH3:20][C:15]1([C:13]2[CH:14]=[C:10]([CH2:9][OH:8])[S:11][CH:12]=2)[O:16][CH2:17][CH2:18][O:19]1 |f:2.3|. Procedure: In a flame dried round-bottomed flask equipped with a magnetic stir bar and under inert atmosphere (N2), a solution of tert-butyl-dimethyl-[4-(2-methyl-[1,3]dioxolan-2-yl)-thiophen-2-ylmethoxy]-silane (545 mg, 1.73 mmol) in dry THF (5.0 mL) was treated at 0° C. with TBAF (2.6 mL of a 1M solution in THF, 2.60 mmol). The reaction mixture was stirred at 0° C. for 2 h. The mixture was then diluted with EA (10 mL), washed with brine (3×20 mL), dried over MgSO4, filtered and concentrated under reduced... Starting materials: Cl (hydrochloric acid), CSC1=CC=C(C#N)C=C1 (4-(methylthio)benzonitrile), [N-]=[N+]=[N-].[Na+] (sodium azide), [Cl-].[NH4+] (ammonium chloride). The solvent is O (water), CN(C)C=O (DMF). Run at time 10 hour. Product: CSC1=CC=C(C=C1)C1=NN=NN1 (5-(4-methylthiophenyl)-tetrazole). Yield: 39.0%. As a reaction SMILES: [CH3:1][S:2][C:3]1[CH:10]=[CH:9][C:6]([C:7]#[N:8])=[CH:5][CH:4]=1.[N-:11]=[N+:12]=[N-:13].[Na+].[Cl-].[NH4+].Cl>O.CN(C=O)C>[CH3:1][S:2][C:3]1[CH:10]=[CH:9][C:6]([C:7]2[NH:13][N:12]=[N:11][N:8]=2)=[CH:5][CH:4]=1 |f:1.2,3.4|. Procedure: 3.0 g (0.02 mol) of 4-(methylthio)benzonitrile, 1.44 g (0.022 mol) of sodium azide and 0.12 g (0.0022 mol) of ammonium chloride were added to 20 ml of DMF. The reaction system was then stirred at a reaction temperature kept at 100° C. for 10 hours. After the completion of the reaction, water and concentrated hydrochloric acid were added to the reaction system so that it was acidified. The resulting crystal was filtered off, and then recrystallized from isopropyl alcohol to obtain 1.5 g (7.8 mml)... Starting materials: ClC1=CC2=C(C(=N1)O[C@H](C)[C@@H]1CC(NC1)=O)N(C=N2)C ((R)-4-((R)-1-((6-chloro-3-methyl-3H-imidazo[4,5-c]pyridin-4-yl)oxy)ethyl)pyrrolidin-2-one), Bis[di-tert-butyl(4 dimethylaminophenyl)phosphine]dichloropalladium(II), CC1(OB(OC1(C)C)C=1C=CC(=NC1)N1CCN(CC1)C(=O)OC(C)(C)C)C (tert-butyl 4-(5-(4,4,5,5-tetramethyl-1,3,2-dioxaborolan-2-yl)pyridin-2-yl)piperazine-1-carboxylate), [O-]P(=O)([O-])[O-].[K+].[K+].[K+] (potassium phosphate tribasic). Solvent: O (water), ClCCl (dichloromethane), O1CCOCC1 (1,4-Dioxane). Reaction conditions: time 90 minute. Yields the product CN1C=NC2=C1C(=NC(=C2)C=2C=CC(=NC2)N2CCN(CC2)C(=O)OC(C)(C)C)O[C@H](C)[C@H]2CNC(C2)=O (tert-butyl 4-(5-(3-methyl-4-((R)-1-((R)-5-oxopyrrolidin-3-yl)ethoxy)-3H-imidazo[4,5-c]pyridin-6-yl)pyridin-2-yl)piperazine-1-carboxylate). RXN SMILES: Cl[C:2]1[N:7]=[C:6]([O:8][C@@H:9]([C@H:11]2[CH2:15][NH:14][C:13](=[O:16])[CH2:12]2)[CH3:10])[C:5]2[N:17]([CH3:20])[CH:18]=[N:19][C:4]=2[CH:3]=1.CC1(C)C(C)(C)OB([C:29]2[CH:30]=[CH:31][C:32]([N:35]3[CH2:40][CH2:39][N:38]([C:41]([O:43][C:44]([CH3:47])([CH3:46])[CH3:45])=[O:42])[CH2:37][CH2:36]3)=[N:33][CH:34]=2)O1.[O-]P([O-])([O-])=O.[K+].[K+].[K+]>O.O1CCOCC1.ClCCl>[CH3:20][N:17]1[C:5]2[C:6]([O:8][C@@H:9]([C@@H:11]3[CH2:12][C:13](=[O:16])[NH:14][CH2:15]3)[CH3:10])=[N:7][C:2]([C:29]3[CH:30]=[CH:31][C:32]([N:35]4[CH2:40][CH2:39][N:38]([C:41]([O:43][C:44]([CH3:47])([CH3:46])[CH3:45])=[O:42])[CH2:37][CH2:36]4)=[N:33][CH:34]=3)=[CH:3][C:4]=2[N:19]=[CH:18]1 |f:2.3.4.5|. Reported procedure: (R)-4-((R)-1-((6-chloro-3-methyl-3H-imidazo[4,5-c]pyridin-4-yl)oxy)ethyl)pyrrolidin-2-one (150 mg, 0.51 mmol), tert-butyl 4-(5-(4,4,5,5-tetramethyl-1,3,2-dioxaborolan-2-yl)pyridin-2-yl)piperazine-1-carboxylate (277.37 mg, 0.71 mmol), potassium phosphate tribasic (324 mg, 0.1.53 mmol), Bis[di-tert-butyl(4 dimethylaminophenyl)phosphine]dichloropalladium(II) (11.92 mg, 0.017 mmol) were combined in water (0.72 ml) and 1,4-Dioxane (9 ml). The reaction was stirred at 100 C for 90 mins. The reaction wa... Starting materials: Cl (hydrochloric acid), COC(=O)NC(=S)NC1=C(C=CC=C1)N (1-methoxycarbonyl-3-(2-aminophenyl)thiourea). The solvent is O1CCOCC1 (dioxan). Reaction conditions: temperature 25 celsius, time 30 minute. Product: Cl.COC(=O)NC(=S)NC1=C(C=CC=C1)N (1-methoxycarbonyl-3-(2-aminophenyl)thiourea hydrochloride). RXN SMILES: [ClH:1].[CH3:2][O:3][C:4]([NH:6][C:7]([NH:9][C:10]1[CH:15]=[CH:14][CH:13]=[CH:12][C:11]=1[NH2:16])=[S:8])=[O:5]>O1CCOCC1>[ClH:1].[CH3:2][O:3][C:4]([NH:6][C:7]([NH:9][C:10]1[CH:15]=[CH:14][CH:13]=[CH:12][C:11]=1[NH2:16])=[S:8])=[O:5] |f:3.4|. Procedure details: Concentrated hydrochloric acid (3 ml) was added dropwise to a stirred suspension of 1-methoxycarbonyl-3-(2-aminophenyl)thiourea in dry dioxan (75 ml), the temperature of the reaction mixture being maintained at 20°-25° C. during the addition by slight external cooling. The clear solution obtained was stirred for a further 30 minutes at 25° C. during which time a solid separated. This was filtered off, washed with acetone and recrystallised from ethanol to give 1-methoxycarbonyl-3-(2-aminophenyl)... Reported procedure: Working in a manner similar to that described in Example 1, but starting with 2-amino-N,N-diphenylacetamide (2 g) and 3-methoxyphenyl isocyanate (1.3 g), and after recrystallization in acetonitrile, 2-[3-(3-methoxyphenyl)ureido]-N,N-diphenylacetamide (2.6 g), m.p. 182° C., is obtained. Yield: 79.5%. Reactants: NCC(=O)N(C1=CC=CC=C1)C1=CC=CC=C1 (2-amino-N,N-diphenylacetamide), COC=1C=C(C=CC1)N=C=O (3-methoxyphenyl isocyanate). Product: COC=1C=C(C=CC1)NC(NCC(=O)N(C1=CC=CC=C1)C1=CC=CC=C1)=O (2-[3-(3-methoxyphenyl)ureido]-N,N-diphenylacetamide). As a reaction SMILES: [NH2:1][CH2:2][C:3]([N:5]([C:12]1[CH:17]=[CH:16][CH:15]=[CH:14][CH:13]=1)[C:6]1[CH:11]=[CH:10][CH:9]=[CH:8][CH:7]=1)=[O:4].[CH3:18][O:19][C:20]1[CH:21]=[C:22]([N:26]=[C:27]=[O:28])[CH:23]=[CH:24][CH:25]=1>>[CH3:18][O:19][C:20]1[CH:21]=[C:22]([NH:26][C:27](=[O:28])[NH:1][CH2:2][C:3]([N:5]([C:12]2[CH:17]=[CH:16][CH:15]=[CH:14][CH:13]=2)[C:6]2[CH:11]=[CH:10][CH:9]=[CH:8][CH:7]=2)=[O:4])[CH:23]=[CH:24][CH:25]=1. The reactants are BrC(C(=O)O)C12CC3CC(CC(C1)C3)C2 (α-Bromotricyclo[3.3.1.13,7]decane-1-acetic acid), OS(=O)(=O)O (H2SO4), [N+](=O)(O)[O-] (HNO3). Product: BrC(C(=O)O)C12CC3(CC(CC(C1)C3)C2)O (α-bromo-3-hydroxytricyclo[3.3.1.13,7]decane-1-acetic acid). RXN SMILES: [Br:1][CH:2]([C:6]12[CH2:15][CH:10]3[CH2:11][CH:12]([CH2:14][CH:8]([CH2:9]3)[CH2:7]1)[CH2:13]2)[C:3]([OH:5])=[O:4].[OH:16]S(O)(=O)=O.[N+]([O-])(O)=O>>[Br:1][CH:2]([C:6]12[CH2:15][CH:10]3[CH2:11][CH:12]([CH2:14][C:8]([OH:16])([CH2:9]3)[CH2:7]1)[CH2:13]2)[C:3]([OH:5])=[O:4]. Reported procedure: α-Bromotricyclo[3.3.1.13,7]decane-1-acetic acid (Formula O) is then reacted with H2SO4 and HNO3 to produce α-bromo-3-hydroxytricyclo[3.3.1.13,7]decane-1-acetic acid (Formula Q). More specifically, α-bromo-3-hydroxytricyclo[3.3.1.13,7]decane-1-acetic acid (Formula Q) is prepared from α-bromotricyclo[3.3.1.13,7]decane-1-acetic acid (Formula O) by first charging an Erlen-Meyer flask with H2SO4. The flask is then cooled in an ice bath and 50% HNO3 is added to the flask. The solid α-bromotricyclo[3.3...